Task: describe an organic reaction: reactants, conditions, products, and yield. Dataset: the Open Reaction Database (ORD), a public repository of structured organic reaction records Reactants: CO, ClCCl, O=C(O)C1CC(=O)N(c2ccc(F)cc2)C1, O=S(=O)(O)O. The product is COC(=O)C1CC(=O)N(c2ccc(F)cc2)C1. As a reaction SMILES: [CH3:25][OH:26].[Cl:17][CH2:18][Cl:19].[F:1][c:2]1[cH:3][cH:4][c:5]([N:8]2[CH2:9][CH:10]([C:14](=[O:15])[OH:16])[CH2:11][C:12]2=[O:13])[cH:6][cH:7]1.[S:20](=[O:21])(=[O:22])([OH:23])[OH:24]>>[F:1][c:2]1[cH:3][cH:4][c:5]([N:8]2[CH2:9][CH:10]([C:14](=[O:15])[O:16][CH3:18])[CH2:11][C:12]2=[O:13])[cH:6][cH:7]1. Run at time 1 hour. Yields the product desired product, NC1[C@@H]2N(C(=C(CS2)COC)C(=O)O)C1=O (7-amino-3-methoxymethyl-3-cephem-4-carboxylic acid). Reactants: CC(=O)OCC1=C(N2[C@@H]([C@@H](C2=O)N)SC1)C(=O)O (7-ACA), S(O)(O)(=O)=O (sulfuric acid), B(OC)(OC)OC (trimethyl borate). Reaction SMILES: C[C:2]([O:4][CH2:5][C:6]1[CH2:15][S:14][C@@H:9]2[C@H:10]([NH2:13])[C:11](=[O:12])[N:8]2[C:7]=1[C:16]([OH:18])=[O:17])=O.S(=O)(=O)(O)O.B(OC)(OC)OC>ClCCl>[NH2:13][CH:10]1[C:11](=[O:12])[N:8]2[C:7]([C:16]([OH:18])=[O:17])=[C:6]([CH2:5][O:4][CH3:2])[CH2:15][S:14][C@H:9]12. Run in ClCCl (dichloromethane). Procedure: To 10 ml of dichloromethane were added 1.41 g of 7-ACA, 2.18 g of concentrated sulfuric acid and 1.88 ml of trimethyl borate. The reaction was conducted at 0° C. for one hour. After completion of the reaction, substantially the same procedure as in Example 1 was repeated, to thereby obtain the desired product, namely 7-amino-3-methoxymethyl-3-cephem-4-carboxylic acid. The amount of the desired product was 0.63 g. The yield of the desired product was 50%. The reactants are N1CCCC2=CC=CC=C12 (1,2,3,4-tetrahydroquinoline), C(C1=CC=CC=C1)Br (benzyl bromide), C(C)(C)N(CC)C(C)C (diisopropylethyl amine). The solvent is CN(C)C=O (DMF), [Cl-].[Na+].O (brine). Run at temperature 120 celsius. Product: C(C1=CC=CC=C1)N1CCCC2=CC=CC=C12 (1-benzyl-1,2,3,4-tetrahydroquinoline), residue. Reaction SMILES: [NH:1]1[C:10]2[C:5](=[CH:6][CH:7]=[CH:8][CH:9]=2)[CH2:4][CH2:3][CH2:2]1.[CH2:11](Br)[C:12]1[CH:17]=[CH:16][CH:15]=[CH:14][CH:13]=1.C(N(C(C)C)CC)(C)C>CN(C=O)C.[Cl-].[Na+].O>[CH2:11]([N:1]1[C:10]2[C:5](=[CH:6][CH:7]=[CH:8][CH:9]=2)[CH2:4][CH2:3][CH2:2]1)[C:12]1[CH:17]=[CH:16][CH:15]=[CH:14][CH:13]=1 |f:4.5.6|. Reported procedure: A mixture of 1,2,3,4-tetrahydroquinoline (0.5 g, 3.75 mmol), benzyl bromide (0.67 mL, 5.63 mmol) and diisopropylethyl amine (0.98 mL, 5.63 mmol) in DMF (5 mL) was heated in an oil bath (T˜120° C.) for 16 hours. Reaction mixture was cooled, added to brine (75 mL) and extracted with ethyl acetate (100 mL). Organic layer was washed with brine (4×) and decolorized with activated charcoal. Upon filtering, it was dried with MgSO4, filtered again and evaporated to dryness to provide Compound 5 as an oi... The reactants are COC(=O)N(CC(=O)NC1CCCCC1)C1=CC=C(C=C1)S(N)(=O)=O (2-(N-Methoxycarbonyl-4-sulphamoylphenylamino)-N-cyclohexylacetamide), Cl (HCl). Solvent: [OH-].[K+] (KOH). Product: S(N)(=O)(=O)C1=CC=C(C=C1)N1C(=O)N(C(=O)C1)C1CCCCC1 (1-(4-Sulphamoylphenyl)-3-cyclohexylhydantoin). Isolated yield 74.0%. RXN SMILES: C[O:2][C:3]([N:5]([C:16]1[CH:21]=[CH:20][C:19]([S:22](=[O:25])(=[O:24])[NH2:23])=[CH:18][CH:17]=1)[CH2:6][C:7]([NH:9][CH:10]1[CH2:15][CH2:14][CH2:13][CH2:12][CH2:11]1)=[O:8])=O.Cl>[OH-].[K+]>[S:22]([C:19]1[CH:20]=[CH:21][C:16]([N:5]2[CH2:6][C:7](=[O:8])[N:9]([CH:10]3[CH2:15][CH2:14][CH2:13][CH2:12][CH2:11]3)[C:3]2=[O:2])=[CH:17][CH:18]=1)(=[O:25])(=[O:24])[NH2:23] |f:2.3|. Procedure: 2-(N-Methoxycarbonyl-4-sulphamoylphenylamino)-N-cyclohexylacetamide (3.7 g) was dissolved in hot conc. KOH (15.0 ml). The solution was cooled and acidified with conc. HCl. The mixture was heated for 30 min. on a water bath and then filtered to yield 2.5 g product, m.p. 237° - 238°C (ethanol/water Reactants: C(C1=CC=CC=C1)SC1=NC(=CC(=N1)N(S(=O)(=O)N1CCCC1)COCC[Si](C)(C)C)Cl (N-[2-(Benzylthio)-6-chloropyrimidin-4-yl]-N-{[2-(trimethylsilyl)ethoxy]methyl}-pyrrolidine-1-sulfonamide), N[C@H](C)CO ((R)-alaninol). The solvent is CN1CCCC1=O (NMP). Yields the product C(C1=CC=CC=C1)SC1=NC(=CC(=N1)N(S(=O)(=O)N1CCCC1)COCC[Si](C)(C)C)N[C@@H](CO)C (N-(2-(Benzylthio)-6-{[(1R)-2-hydroxy-1-methylethyl]amino}pyrimidin-4-yl)-N-{[2-(trimethylsilyl)ethoxy]methyl}pyrrolidine-1-sulfonamide). RXN SMILES: [CH2:1]([S:8][C:9]1[N:14]=[C:13]([N:15]([CH2:24][O:25][CH2:26][CH2:27][Si:28]([CH3:31])([CH3:30])[CH3:29])[S:16]([N:19]2[CH2:23][CH2:22][CH2:21][CH2:20]2)(=[O:18])=[O:17])[CH:12]=[C:11](Cl)[N:10]=1)[C:2]1[CH:7]=[CH:6][CH:5]=[CH:4][CH:3]=1.[NH2:33][C@@H:34]([CH2:36][OH:37])[CH3:35]>CN1C(=O)CCC1>[CH2:1]([S:8][C:9]1[N:14]=[C:13]([N:15]([CH2:24][O:25][CH2:26][CH2:27][Si:28]([CH3:31])([CH3:30])[CH3:29])[S:16]([N:19]2[CH2:23][CH2:22][CH2:21][CH2:20]2)(=[O:18])=[O:17])[CH:12]=[C:11]([NH:33][C@H:34]([CH3:35])[CH2:36][OH:37])[N:10]=1)[C:2]1[CH:7]=[CH:6][CH:5]=[CH:4][CH:3]=1. Procedure: The subtitle compound was prepared as a yellow oil by the method of Example 43 step ii) by reacting the subtitle product of step ii) (8.26 g) with (R)-alaninol (3.61 g) in NMP (60 ml). Yield: 7.6 g. The reactants are C1(=CC=CC=C1)OC(NC=1C(=NC(=C(C1)CC)C)OC)=O (Phenyl-N-(5-ethyl-2-methoxy-6-methylpyridin-3-yl)carbamate), FC1=C(C=CC=C1)N1CCNCC1 (1-(2-fluorophenyl)piperazine). The product is C(C)C=1C=C(C(=NC1C)OC)NC(=O)N1CCN(CC1)C1=C(C=CC=C1)F (1-[(5-ethyl-2-methoxy-6-methylpyridin-3-yl)-aminocarbonyl]-4-(2-fluorophenyl)piperazine). The yield is 67.0%. RXN SMILES: C1(O[C:8](=[O:21])[NH:9][C:10]2[C:11]([O:19][CH3:20])=[N:12][C:13]([CH3:18])=[C:14]([CH2:16][CH3:17])[CH:15]=2)C=CC=CC=1.[F:22][C:23]1[CH:28]=[CH:27][CH:26]=[CH:25][C:24]=1[N:29]1[CH2:34][CH2:33][NH:32][CH2:31][CH2:30]1>>[CH2:16]([C:14]1[CH:15]=[C:10]([NH:9][C:8]([N:32]2[CH2:31][CH2:30][N:29]([C:24]3[CH:25]=[CH:26][CH:27]=[CH:28][C:23]=3[F:22])[CH2:34][CH2:33]2)=[O:21])[C:11]([O:19][CH3:20])=[N:12][C:13]=1[CH3:18])[CH3:17]. Procedure: Phenyl-N-(5-ethyl-2-methoxy-6-methylpyridin-3-yl)carbamate and 1-(2-fluorophenyl)piperazine were reacted by the same way with the example 1 to obtain the titled compound. Reactants: Cl (HCl), O1CCOCC1 (dioxane), CC1=CC(=NC(=N1)SCC1=NC=CC=N1)O (6-methyl-2-[(pyrimidin-2-ylmethyl)sulfanyl]pyrimidin-4-ol). Solvent: CO (methanol). Reaction conditions: time 20 minute. Product: Cl.Cl.CC1=CC(=NC(=N1)SCC1=NC=CC=N1)O (6-methyl-2-[(pyrimidin-2-ylmethyl)sulfanyl]pyrimidin-4-ol dihydrochloride). The yield is 80.0%. RXN SMILES: [CH3:1][C:2]1[N:7]=[C:6]([S:8][CH2:9][C:10]2[N:15]=[CH:14][CH:13]=[CH:12][N:11]=2)[N:5]=[C:4]([OH:16])[CH:3]=1.[ClH:17].O1CCOCC1>CO>[ClH:17].[ClH:17].[CH3:1][C:2]1[N:7]=[C:6]([S:8][CH2:9][C:10]2[N:11]=[CH:12][CH:13]=[CH:14][N:15]=2)[N:5]=[C:4]([OH:16])[CH:3]=1 |f:4.5.6|. Reported procedure: 6-methyl-2-[(pyrimidin-2-ylmethyl)sulfanyl]pyrimidin-4-ol (100 mg, 427 μmol) was stirred in methanol (10 mL), and a solution of 4 N HCl in dioxane (320 μL, 1.28 mmol) was added dropwise at 0° C. The mixture was stirred for 20 minutes at room temperature. The solvent was removed by evaporation, and the residue was triturated with diethyl ether, filtered, washed with ether, and dried in vacuo to afford 6-methyl-2-[(pyrimidin-2-ylmethyl)sulfanyl]pyrimidin-4-ol dihydrochloride (105 mg, 80% yield); 1...